This data is from the Open Reaction Database (ORD), a public repository of structured organic reaction records. The task is: describe an organic reaction: reactants, conditions, products, and yield Reactants: N1C=CC2=CC(=CC=C12)C(=O)OC (methyl indole-5-carboxylate), [OH-].[K+] (KOH), C1(=CC=CC=C1)S(=O)(=O)Cl (benzenesulfonyl chloride). Run in C(Cl)Cl (CH2Cl2). Reaction conditions: time 20 minute. Yields the product COC(=O)C=1C=C2C=CN(C2=CC1)S(=O)(=O)C1=CC=CC=C1 (1-Benzenesulfonyl-1H-indole-5-carboxylic acid methyl ester). RXN SMILES: [NH:1]1[C:9]2[C:4](=[CH:5][C:6]([C:10]([O:12][CH3:13])=[O:11])=[CH:7][CH:8]=2)[CH:3]=[CH:2]1.[OH-].[K+].[C:16]1([S:22](Cl)(=[O:24])=[O:23])[CH:21]=[CH:20][CH:19]=[CH:18][CH:17]=1>C(Cl)Cl>[CH3:13][O:12][C:10]([C:6]1[CH:5]=[C:4]2[C:9](=[CH:8][CH:7]=1)[N:1]([S:22]([C:16]1[CH:21]=[CH:20][CH:19]=[CH:18][CH:17]=1)(=[O:24])=[O:23])[CH:2]=[CH:3]2)=[O:11] |f:1.2|. Procedure details: After a suspension of methyl indole-5-carboxylate (1) (0.30 g, 1.71 mmol), TB AHS (0.19 g, 0.26 mmol) and KOH (0.19 g, 3.42 mmol) in CH2Cl2 (15 mL) was stirred for 20 min, benzenesulfonyl chloride (0.32 ml, 2.57 mmol) was added. The reaction mixture was stirred at room temperature overnight before it was quenched with water and extracted with CH2Cl2 (20 mL×3). The combined organic layer was dried over anhydrous MgSO4 and concentrated under reduced pressure to give a yellow residue. The reactants are CCO, ClCCl, COc1ccc2ncc(F)c(NC(=O)C3CC(O)C(CN)C3)c2n1, O=Cc1ccc2c(n1)NC(=O)CS2. The product is COc1ccc2ncc(F)c(NC(=O)C3CC(O)C(CNCc4ccc5c(n4)NC(=O)CS5)C3)c2n1. RXN SMILES: [CH3:41][CH2:42][OH:43].[Cl:38][CH2:39][Cl:40].[NH2:1][CH2:2][CH:3]1[CH2:4][CH:5]([C:9](=[O:10])[NH:11][c:12]2[c:13]([F:24])[cH:14][n:15][c:16]3[cH:17][cH:18][c:19]([O:22][CH3:23])[n:20][c:21]23)[CH2:6][CH:7]1[OH:8].[O:25]=[C:26]1[CH2:27][S:28][c:29]2[c:30]([n:32][c:33]([CH:36]=[O:37])[cH:34][cH:35]2)[NH:31]1>>[NH:1]([CH2:2][CH:3]1[CH2:4][CH:5]([C:9](=[O:10])[NH:11][c:12]2[c:13]([F:24])[cH:14][n:15][c:16]3[cH:17][cH:18][c:19]([O:22][CH3:23])[n:20][c:21]23)[CH2:6][CH:7]1[OH:8])[CH2:36][c:33]1[n:32][c:30]2[c:29]([cH:35][cH:34]1)[S:28][CH2:27][C:26](=[O:25])[NH:31]2. Reactants: OC1CCNCC1 (4-hydroxypiperidine), C(C)N=C=NCCCN(C)C (1-ethyl-3-(3-dimethylaminopropyl)carbodiimide), ON1N=NC2=C1C=CC=C2 (1-hydroxybenzotriazole), C(O)([O-])=O.[Na+] (sodium hydrogen carbonate), C(#N)\C(\C)=C/1\C2=C(OCC3=C1C=CC(=C3)CN3C(=NC1=C3C=CC=C1C(=O)O)CCC)C=CC=C2 ((E)-1-[11-(1-Cyanoethylidene)-6,11-dihydrodibenzo[b,e]oxepin-8-yl]methyl-2-propylbenzimidazole-4-carboxylic acid). Solvent: CN(C)C=O (DMF). Conditions: time 15 hour. Product: OC1CCN(CC1)C(=O)C1=CC=CC=2N(C(=NC21)CCC)CC2=CC1=C(/C(/C3=C(OC1)C=CC=C3)=C(\C#N)/C)C=C2 ((E)-2-{8-[4-(4-hydroxy-1-piperidinecarbonyl)-2-propylbenzimidazol-1-yl]methyl-6,11-dihydrodibenzo[b,e]oxepin-11-ylidene}propiononitrile). Isolated yield 99.1%. As a reaction SMILES: [C:1](/[C:3](=[C:5]1/[C:6]2[CH:35]=[CH:34][CH:33]=[CH:32][C:7]=2[O:8][CH2:9][C:10]2[CH:15]=[C:14]([CH2:16][N:17]3[C:21]4[CH:22]=[CH:23][CH:24]=[C:25]([C:26](O)=[O:27])[C:20]=4[N:19]=[C:18]3[CH2:29][CH2:30][CH3:31])[CH:13]=[CH:12][C:11]/1=2)/[CH3:4])#[N:2].[OH:36][CH:37]1[CH2:42][CH2:41][NH:40][CH2:39][CH2:38]1.C(N=C=NCCCN(C)C)C.ON1C2C=CC=CC=2N=N1.C(=O)([O-])O.[Na+]>CN(C=O)C>[OH:36][CH:37]1[CH2:42][CH2:41][N:40]([C:26]([C:25]2[C:20]3[N:19]=[C:18]([CH2:29][CH2:30][CH3:31])[N:17]([CH2:16][C:14]4[CH:13]=[CH:12][C:11]5/[C:5](=[C:3](/[CH3:4])\[C:1]#[N:2])/[C:6]6[CH:35]=[CH:34][CH:33]=[CH:32][C:7]=6[O:8][CH2:9][C:10]=5[CH:15]=4)[C:21]=3[CH:22]=[CH:23][CH:24]=2)=[O:27])[CH2:39][CH2:38]1 |f:4.5|. Reported procedure: [step 1] (E)-1-[11-(1-Cyanoethylidene)-6,11-dihydrodibenzo[b,e]oxepin-8-yl]methyl-2-propylbenzimidazole-4-carboxylic acid (220 mg, 0.48 mmol) obtained in Example 100, step 2 was dissolved in DMF (4.0 mL), 4-hydroxypiperidine (96 mg, 0.95 mmol), 1-ethyl-3-(3-dimethylaminopropyl)carbodiimide (109 mg, 0.57 mmol) and 1-hydroxybenzotriazole (87 mg, 0.57 mmol) were added, and the mixture was stirred at room temperature for 15 hr. Saturated aqueous sodium hydrogen carbonate solution (15 mL) was added t... The reactants are BrC1=C(COC(N(CC)CC2=CC=CC=C2)=O)C=C(C=C1)C(F)(F)F (Benzyl-ethyl-carbamic acid 2-bromo-5-trifluoromethyl-benzyl ester), COCCOC (DME), C(C)OC(CC1=CC(=C(C=C1)OC)B1OC(C(O1)(C)C)(C)C)=O ([4-methoxy-3-(4,4,5,5-tetramethyl-[1,3,2]dioxaborolan-2-yl)-phenyl]-acetic acid ethyl ester), C([O-])([O-])=O.[K+].[K+] (potassium carbonate). Reagents/catalysts: C=1C=CC(=CC1)[P](C=2C=CC=CC2)(C=3C=CC=CC3)[Pd]([P](C=4C=CC=CC4)(C=5C=CC=CC5)C=6C=CC=CC6)([P](C=7C=CC=CC7)(C=8C=CC=CC8)C=9C=CC=CC9)[P](C=1C=CC=CC1)(C=1C=CC=CC1)C=1C=CC=CC1 (Tetrakis(triphenylphosphine)palladium(0)). Solvent: O (H2O). Run at temperature 75 celsius, time 2 hour. The product is C(C)OC(CC=1C=C(C(=CC1)OC)C1=C(C=C(C=C1)C(F)(F)F)COC(N(CC)CC1=CC=CC=C1)=O)=O ({2′-[(Benzyl-ethyl-carbamoyloxy)-methyl]-6-methoxy-4′-trifluoromethyl-biphenyl-3-yl}-acetic acid ethyl ester). As a reaction SMILES: Br[C:2]1[CH:21]=[CH:20][C:19]([C:22]([F:25])([F:24])[F:23])=[CH:18][C:3]=1[CH2:4][O:5][C:6](=[O:17])[N:7]([CH2:10][C:11]1[CH:16]=[CH:15][CH:14]=[CH:13][CH:12]=1)[CH2:8][CH3:9].[CH2:26]([O:28][C:29](=[O:48])[CH2:30][C:31]1[CH:36]=[CH:35][C:34]([O:37][CH3:38])=[C:33](B2OC(C)(C)C(C)(C)O2)[CH:32]=1)[CH3:27].C(=O)([O-])[O-].[K+].[K+].COCCOC>C1C=CC([P]([Pd]([P](C2C=CC=CC=2)(C2C=CC=CC=2)C2C=CC=CC=2)([P](C2C=CC=CC=2)(C2C=CC=CC=2)C2C=CC=CC=2)[P](C2C=CC=CC=2)(C2C=CC=CC=2)C2C=CC=CC=2)(C2C=CC=CC=2)C2C=CC=CC=2)=CC=1.O>[CH2:26]([O:28][C:29](=[O:48])[CH2:30][C:31]1[CH:32]=[C:33]([C:2]2[CH:21]=[CH:20][C:19]([C:22]([F:25])([F:24])[F:23])=[CH:18][C:3]=2[CH2:4][O:5][C:6](=[O:17])[N:7]([CH2:10][C:11]2[CH:16]=[CH:15][CH:14]=[CH:13][CH:12]=2)[CH2:8][CH3:9])[C:34]([O:37][CH3:38])=[CH:35][CH:36]=1)[CH3:27] |f:2.3.4,^1:64,66,85,104|. Procedure details: Benzyl-ethyl-carbamic acid 2-bromo-5-trifluoromethyl-benzyl ester (0.354 g, 0.85 mmol), [4-methoxy-3-(4,4,5,5-tetramethyl-[1,3,2]dioxaborolan-2-yl)-phenyl]-acetic acid ethyl ester (0.300 g, 0.94 mmol), and potassium carbonate (0.410 g, 2.98 mmol) were combined in a deoxygenated solution of DME (8 mL) and H2O (4 mL). Tetrakis(triphenylphosphine)palladium(0) (0.100 g, 0.09 mmol) was added, and the reaction was stirred at 75° C. for 2 hours. After work-up, the crude material was purified by silica ... Reactants: C(C)C1C(CC(C(C(OC(C2CCCCN2C(C(C2(C(CC(C(C(CC(CC(=C1)C)C)OC)O2)OC)C)O)=O)=O)=O)C(=CC2CC(C(CC2)O)OC)C)C)O[Si](C(C)C)(C(C)C)C(C)C)=O (17-ethyl-1-hydroxy-14-triisopropylsilyloxy-12-[2'-(4"-hydroxy-3"-methoxycyclohexyl)-1'-methylvinyl]-23,25-dimethoxy-13,19,21,27-tetramethyl-11,28-dioxa-4-azatricyclo[22.3.1.04,9 ]-octacos-18-ene-2,3,10,16-tetraone), C(C)N(CC)S(F)(F)F (diethylaminosulfur trifluoride), C(C)#N (acetonitrile). The solvent is C1CCOC1 (THF). The product is C(C)C1C(CC(C(C(OC(C2CCCCN2C(C(C2(C(CC(C(C(CC(CC(=C1)C)C)OC)O2)OC)C)O)=O)=O)=O)C(=CC2CC(C(CC2)F)OC)C)C)O)=O (17-ethyl-1,14-dihydroxy-12-[2'-(4"-fluoro-3"-methoxycyclohexyl)-1'-methylvinyl]-23,25-dimethoxy-13,19,21,27-tetramethyl-11,28-dioxa-4-azatricyclo[22.3.1.04,9 ]-octacos-18-ene-2,3,10,16-tetraone). RXN SMILES: [CH2:1]([CH:3]1[CH:29]=[C:28]([CH3:30])[CH2:27][CH:26]([CH3:31])[CH2:25][CH:24]([O:32][CH3:33])[CH:23]2[O:34][C:19]([OH:38])([CH:20]([CH3:37])[CH2:21][CH:22]2[O:35][CH3:36])[C:18](=[O:39])[C:17](=[O:40])[N:16]2[CH:11]([CH2:12][CH2:13][CH2:14][CH2:15]2)[C:10](=[O:41])[O:9][CH:8]([C:42]([CH3:53])=[CH:43][CH:44]2[CH2:49][CH2:48][CH:47](O)[CH:46]([O:51][CH3:52])[CH2:45]2)[CH:7]([CH3:54])[CH:6]([O:55][Si](C(C)C)(C(C)C)C(C)C)[CH2:5][C:4]1=[O:66])[CH3:2].C(N(S(F)(F)[F:73])CC)C.C(#N)C>C1COCC1>[CH2:1]([CH:3]1[CH:29]=[C:28]([CH3:30])[CH2:27][CH:26]([CH3:31])[CH2:25][CH:24]([O:32][CH3:33])[CH:23]2[O:34][C:19]([OH:38])([CH:20]([CH3:37])[CH2:21][CH:22]2[O:35][CH3:36])[C:18](=[O:39])[C:17](=[O:40])[N:16]2[CH:11]([CH2:12][CH2:13][CH2:14][CH2:15]2)[C:10](=[O:41])[O:9][CH:8]([C:42]([CH3:53])=[CH:43][CH:44]2[CH2:49][CH2:48][CH:47]([F:73])[CH:46]([O:51][CH3:52])[CH2:45]2)[CH:7]([CH3:54])[CH:6]([OH:55])[CH2:5][C:4]1=[O:66])[CH3:2]. Reported procedure: Treatment of 17-ethyl-1-hydroxy-14-triisopropylsilyloxy-12-[2'-(4"-hydroxy-3"-methoxycyclohexyl)-1'-methylvinyl]-23,25-dimethoxy-13,19,21,27-tetramethyl-11,28-dioxa-4-azatricyclo[22.3.1.04,9 ]-octacos-18-ene-2,3,10,16-tetraone with diethylaminosulfur trifluoride (DAST) in THF followed by 48% aqueous HF/acetonitrile deblocking as in Example 64, yielded 17-ethyl-1,14-dihydroxy-12-[2'-(4"-fluoro-3"-methoxycyclohexyl)-1'-methylvinyl]-23,25-dimethoxy-13,19,21,27-tetramethyl-11,28-dioxa-4-azatricyclo[...